This data is from the Open Reaction Database (ORD), a public repository of structured organic reaction records. The task is: describe an organic reaction: reactants, conditions, products, and yield Reactants: CC(=O)N1c2ccccc2SC1c1ccccc1O, CCOC(=O)CCCCl, [H-], [Na+], CN(C)C=O. The product is CCOC(=O)CCCOc1ccccc1C1Sc2ccccc2N1C(C)=O. As a reaction SMILES: [C:3]([CH3:4])(=[O:5])[N:6]1[CH:7]([c:15]2[c:16]([OH:21])[cH:17][cH:18][cH:19][cH:20]2)[S:8][c:9]2[c:10]1[cH:11][cH:12][cH:13][cH:14]2.[Cl:22][CH2:23][CH2:24][CH2:25][C:26](=[O:27])[O:28][CH2:29][CH3:30].[H-:1].[Na+:2].[O:31]=[CH:32][N:33]([CH3:34])[CH3:35]>>[C:3]([CH3:4])(=[O:5])[N:6]1[CH:7]([c:15]2[c:16]([O:21][CH2:23][CH2:24][CH2:25][C:26](=[O:27])[O:28][CH2:29][CH3:30])[cH:17][cH:18][cH:19][cH:20]2)[S:8][c:9]2[c:10]1[cH:11][cH:12][cH:13][cH:14]2. The reactants are B, Cc1cc(Br)ccc1C(=O)O, C1CCOC1, O. Product: Cc1cc(Br)ccc1CO. As a reaction SMILES: [BH3:12].[Br:1][c:2]1[cH:3][c:4]([CH3:11])[c:5]([C:6](=[O:7])[OH:8])[cH:9][cH:10]1.[CH2:14]1[O:15][CH2:16][CH2:17][CH2:18]1.[OH2:13]>>[Br:1][c:2]1[cH:3][c:4]([CH3:11])[c:5]([CH2:6][OH:7])[cH:9][cH:10]1. Reaction SMILES: [CH2:1]([C@@H:8]([CH2:12][CH2:13][C@H:14]([CH2:34][C:35]1[CH:40]=[CH:39][CH:38]=[CH:37][CH:36]=1)[C:15]([NH:17][C@H:18]1[CH2:24][CH2:23][S:22][C@H:21]2[CH2:25][CH2:26][CH2:27][C@@H:28]([C:29]([O:31][CH3:32])=[O:30])[N:20]2[C:19]1=[O:33])=[O:16])[C:9]([OH:11])=O)[C:2]1[CH:7]=[CH:6][CH:5]=[CH:4][CH:3]=1.FC(F)(F)C(O)=O.[NH2:48][C@H:49]1[CH2:55][CH:54]=[CH:53][CH2:52][N:51]([C:56]2[CH:61]=[CH:60][CH:59]=[CH:58][C:57]=2[CH3:62])[C:50]1=[O:63]>>[CH2:34]([C@@H:14]([CH2:13][CH2:12][C@H:8]([CH2:1][C:2]1[CH:3]=[CH:4][CH:5]=[CH:6][CH:7]=1)[C:9](=[O:11])[NH:48][C@H:49]1[CH2:55][CH:54]=[CH:53][CH2:52][N:51]([C:56]2[CH:61]=[CH:60][CH:59]=[CH:58][C:57]=2[CH3:62])[C:50]1=[O:63])[C:15]([NH:17][C@H:18]1[CH2:24][CH2:23][S:22][C@H:21]2[CH2:25][CH2:26][CH2:27][C@@H:28]([C:29]([O:31][CH3:32])=[O:30])[N:20]2[C:19]1=[O:33])=[O:16])[C:35]1[CH:40]=[CH:39][CH:38]=[CH:37][CH:36]=1 |f:1.2|. Product: C(C1=CC=CC=C1)[C@H](C(=O)N[C@@H]1C(N2[C@@H](SCC1)CCC[C@H]2C(=O)OC)=O)CC[C@@H](C(N[C@@H]2C(N(C\C=C/C2)C2=C(C=CC=C2)C)=O)=O)CC2=CC=CC=C2 ((4S,7S,10aS)-Methyl 4-((2R,5R)-2,5-dibenzyl-6-oxo-6-((S,Z)-2-oxo-1-o-tolyl-2,3,4,7-tetrahydro-1H-azepin-3-ylamino)hexanamido)-5-oxooctahydro-2H-pyrido[2,1-b][1,3]thiazepine-7-carboxylate), solid. Procedure: (4S,7S,10aS)-Methyl 4-((2R,5R)-2,5-dibenzyl-6-oxo-6-((S,Z)-2-oxo-1-o-tolyl-2,3,4,7-tetrahydro-1H-azepin-3-ylamino)hexanamido)-5-oxooctahydro-2H-pyrido[2,1-b][1,3]thiazepine-7-carboxylate was synthesized as described in General Procedure H using Intermediate 23 (29 mg, 0.051 mmol) and Intermediate 68 (17 mg, 0.051 mmol) to give a white solid (24 mg, 61% yield). Anal. Calcd. for C44H52N4O6S m/z 764.7. found: 765.3 (M+H)+; 1H NMR (400 MHz, CDCl3) δ ppm 7.45-6.98 (m, 12H), 6.98-6.84 (m, 2H), 5.89-5.... The reactants are C(C1=CC=CC=C1)[C@H](C(=O)O)CC[C@@H](C(=O)N[C@@H]1C(N2[C@@H](SCC1)CCC[C@H]2C(=O)OC)=O)CC2=CC=CC=C2 ((2R,5R)-2,5-Dibenzyl-6-((4S,7S,10aS)-7-(methoxycarbonyl)-5-oxooctahydro-2H-pyrido[2,1-b][1,3]thiazepin-4-ylamino)-6-oxohexanoic acid), FC(C(=O)O)(F)F.N[C@@H]1C(N(C\C=C/C1)C1=C(C=CC=C1)C)=O ((S,Z)-3-Amino-1-o-tolyl-3,4-dihydro-1H-azepin-2(7H)-one trifluoroacetate). Yield: 61.0%. The reactants are ClC=1C=CC(=C(C(=O)NC2=NC=C(C=C2)Cl)C1)NCC1CCNCC1 (5-chloro-N-(5-chloropyridin-2-yl)-2-[(4-piperidinylmethyl)amino]benzamide), C(CCC)(=O)Cl (butyryl chloride), C1CCNCC1 ((piperidinomethyl)polystyrene), CC=C(C)C (amylene). Solvent: C(Cl)(Cl)Cl (chloroform). Run at time 24 hour. Product: C(CCC)(=O)N1CCC(CC1)CNC1=C(C(=O)NC2=NC=C(C=C2)Cl)C=C(C=C1)Cl (2-[(1-Butyrylpiperidin-4-yl)methylamino]-5-chloro-N-(5-chloropyridin-2-yl)benzamide). The yield is 12.5%. RXN SMILES: [Cl:1][C:2]1[CH:3]=[CH:4][C:5]([NH:18][CH2:19][CH:20]2[CH2:25][CH2:24][NH:23][CH2:22][CH2:21]2)=[C:6]([CH:17]=1)[C:7]([NH:9][C:10]1[CH:15]=[CH:14][C:13]([Cl:16])=[CH:12][N:11]=1)=[O:8].C1CCNCC1.CC=C(C)C.[C:37](Cl)(=[O:41])[CH2:38][CH2:39][CH3:40]>C(Cl)(Cl)Cl>[C:37]([N:23]1[CH2:22][CH2:21][CH:20]([CH2:19][NH:18][C:5]2[CH:4]=[CH:3][C:2]([Cl:1])=[CH:17][C:6]=2[C:7]([NH:9][C:10]2[CH:15]=[CH:14][C:13]([Cl:16])=[CH:12][N:11]=2)=[O:8])[CH2:25][CH2:24]1)(=[O:41])[CH2:38][CH2:39][CH3:40]. Procedure details: A small sample of 5-chloro-N-(5-chloropyridin-2-yl)-2-[(4-piperidinylmethyl)amino]benzamide from Example 60 (60 mg, 0.16 mmol) was weighed out in a 4 mL sealable vial, followed by (piperidinomethyl)polystyrene (0.12 g, 0.32 mmol). To this was added 10 mL of amylene-stabilized chloroform and butyryl chloride (18.0 μL, 0.17 mmol). The vial was capped and placed in a shaker, where it was kept at room temperature for 24 h, then at 50° C. for 36 h. The crude reaction mixture was then applied to a 2 g... The reactants are ClC=1C=C(C=CC1)N1C(C(=CC2=CC=CC=C12)CCl)=O (1-(3-chlorophenyl)-3-chloromethyl-2(1H)-quinolone), N1N=NC=C1.[Na] (sodium triazole), CN(C=O)C (dimethylformamide). The product is ClC=1C=C(C=CC1)N1C(C(=CC2=CC=CC=C12)CN1N=CN=C1)=O (1-(3-Chlorophenyl)-3-(1H-1,2,4-Triazol-1-ylmethyl)-2(1H)-Quinolone). Reaction SMILES: [Cl:1][C:2]1[CH:3]=[C:4]([N:8]2[C:17]3[C:12](=[CH:13][CH:14]=[CH:15][CH:16]=3)[CH:11]=[C:10]([CH2:18]Cl)[C:9]2=[O:20])[CH:5]=[CH:6][CH:7]=1.N1C=[CH:24][N:23]=[N:22]1.[Na].[CH3:27][N:28](C)C=O>>[Cl:1][C:2]1[CH:3]=[C:4]([N:8]2[C:17]3[C:12](=[CH:13][CH:14]=[CH:15][CH:16]=3)[CH:11]=[C:10]([CH2:18][N:23]3[CH:24]=[N:28][CH:27]=[N:22]3)[C:9]2=[O:20])[CH:5]=[CH:6][CH:7]=1 |f:1.2,^1:25|. Procedure: Following the procedure of example 22, react 1-(3-chlorophenyl)-3-chloromethyl-2(1H)-quinolone with sodium triazole in dimethylformamide. Chromatograph to obtain the major product, 1-(3-Chlorophenyl)-3-(1H-1,2,4-Triazol-1-ylmethyl)-2(1H)-Quinolone.